Dataset: the Open Reaction Database (ORD), a public repository of structured organic reaction records. Task: describe an organic reaction: reactants, conditions, products, and yield Reactants: Cc1ccccc1, CCOC(=O)N=NC(=O)OCC, C1CCOC1, CCOC(=O)CCc1cn(Cc2ccc(O)cc2)cc1-c1ccccc1, c1ccc(P(c2ccccc2)c2ccccc2)cc1, OCc1ccoc1. Product: CCOC(=O)CCc1cn(Cc2ccc(OCc3ccoc3)cc2)cc1-c1ccccc1. RXN SMILES: [CH3:70][c:71]1[cH:72][cH:73][cH:74][cH:75][cH:76]1.[O:1]=[C:2]([O:3][CH2:4][CH3:5])[N:6]=[N:7][C:8]([O:9][CH2:10][CH3:11])=[O:12].[O:65]1[CH2:66][CH2:67][CH2:68][CH2:69]1.[OH:13][c:14]1[cH:15][cH:16][c:17]([CH2:18][n:19]2[cH:20][c:21]([CH2:30][CH2:31][C:32](=[O:33])[O:34][CH2:35][CH3:36])[c:22](-[c:24]3[cH:25][cH:26][cH:27][cH:28][cH:29]3)[cH:23]2)[cH:37][cH:38]1.[c:46]1([P:47]([c:48]2[cH:49][cH:50][cH:51][cH:52][cH:53]2)[c:54]2[cH:55][cH:56][cH:57][cH:58][cH:59]2)[cH:60][cH:61][cH:62][cH:63][cH:64]1.[o:39]1[cH:40][c:41]([CH2:44][OH:45])[cH:42][cH:43]1>>[O:13]([c:14]1[cH:15][cH:16][c:17]([CH2:18][n:19]2[cH:20][c:21]([CH2:30][CH2:31][C:32](=[O:33])[O:34][CH2:35][CH3:36])[c:22](-[c:24]3[cH:25][cH:26][cH:27][cH:28][cH:29]3)[cH:23]2)[cH:37][cH:38]1)[CH2:44][c:41]1[cH:40][o:39][cH:43][cH:42]1.